Dataset: the Open Reaction Database (ORD), a public repository of structured organic reaction records. Task: describe an organic reaction: reactants, conditions, products, and yield Reactants: [BH4-].[Li+] (Lithium borohydride), COC(CC(C#N)C1=C(C=C(C=C1)Br)C)=O (3-(4-bromo-2-methyl-phenyl)-3-cyano-propionic acid methyl ester), OS(=O)(=O)[O-].[K+].[O-]S(=O)(=O)[O-].[Na+].[Na+] (KHSO4 Na2SO4). Run in C1CCOC1 (THF). Run at temperature 0 celsius, time 8 hour. Yields the product BrC1=CC(=C(C=C1)C(C#N)CCO)C (2-(4-bromo-2-methyl-phenyl)-4-hydroxy-butyronitrile). Yield: 70.4%. Reaction SMILES: [BH4-].[Li+].C[O:4][C:5](=O)[CH2:6][CH:7]([C:10]1[CH:15]=[CH:14][C:13]([Br:16])=[CH:12][C:11]=1[CH3:17])[C:8]#[N:9].OS([O-])(=O)=O.[K+].[O-]S([O-])(=O)=O.[Na+].[Na+]>C1COCC1>[Br:16][C:13]1[CH:14]=[CH:15][C:10]([CH:7]([CH2:6][CH2:5][OH:4])[C:8]#[N:9])=[C:11]([CH3:17])[CH:12]=1 |f:0.1,3.4.5.6.7|. Procedure details: Lithium borohydride (4.99 g, 0.2290 mol) was added to a room temperature solution of 3-(4-bromo-2-methyl-phenyl)-3-cyano-propionic acid methyl ester (43.08 g, 0.1527 mol) in THF (500 mL) and the reaction mixture was stirred overnight. The reaction mixture was cooled to 0° C., and a solution of 10% KHSO4/Na2SO4 was slowly added until pH 1-2 was reached. The resulting mixture was extracted with EtOAc, and the combined organic extracts were washed with water and brine, dried over Na2SO4, filtered, ... Reactants: [N+](=O)([O-])C1=CC=C(C=C1)OC(=O)C=1C2=C(C(=NC1)OC)OC(=C2)CC (2-ethyl-7-methoxyfuro[2,3-c]pyridine-4-carboxylic acid 4-nitrophenyl ester), NC1=NC=NC=C1C#N (4-aminopyrimidine-5-carbonitrile). Product: C(#N)C=1C(=NC=NC1)NC(=O)C=1C2=C(C(=NC1)OC)OC(=C2)CC (2-Ethyl-7-methoxyfuro[2,3-c]pyridine-4-carboxylic acid (5-cyanopyrimidin-4-yl)amide). The yield is 58.2%. Reaction SMILES: [N+](C1C=CC(O[C:11]([C:13]2[C:14]3[CH:23]=[C:22]([CH2:24][CH3:25])[O:21][C:15]=3[C:16]([O:19][CH3:20])=[N:17][CH:18]=2)=[O:12])=CC=1)([O-])=O.[NH2:26][C:27]1[C:32]([C:33]#[N:34])=[CH:31][N:30]=[CH:29][N:28]=1>>[C:33]([C:32]1[C:27]([NH:26][C:11]([C:13]2[C:14]3[CH:23]=[C:22]([CH2:24][CH3:25])[O:21][C:15]=3[C:16]([O:19][CH3:20])=[N:17][CH:18]=2)=[O:12])=[N:28][CH:29]=[N:30][CH:31]=1)#[N:34]. Reported procedure: Starting from 2-ethyl-7-methoxyfuro[2,3-c]pyridine-4-carboxylic acid 4-nitrophenyl ester (200 mg) and 4-aminopyrimidine-5-carbonitrile (84 mg). Purification by trituration with ethyl acetate and methanol gave the title compound (110 mg) as an off white solid. The reactants are CON(C(C1=C(C=C(C=C1)C(F)(F)F)OCCC)=O)C (N-Methoxy-N-methyl-2-propoxy-4-trifluoromethyl-benzamide), [H-].[H-].[H-].[H-].[Li+].[Al+3] (LAH). Solvent: C1CCOC1 (THF). Run at time 30 minute. The product is C(CC)OC1=C(C=O)C=CC(=C1)C(F)(F)F (2-propoxy-4-trifluoromethyl-benzaldehyde). Isolated yield 105.1%. Reaction SMILES: CON(C)[C:4](=[O:19])[C:5]1[CH:10]=[CH:9][C:8]([C:11]([F:14])([F:13])[F:12])=[CH:7][C:6]=1[O:15][CH2:16][CH2:17][CH3:18].[H-].[H-].[H-].[H-].[Li+].[Al+3]>C1COCC1>[CH2:16]([O:15][C:6]1[CH:7]=[C:8]([C:11]([F:12])([F:13])[F:14])[CH:9]=[CH:10][C:5]=1[CH:4]=[O:19])[CH2:17][CH3:18] |f:1.2.3.4.5.6|. Procedure details: N-Methoxy-N-methyl-2-propoxy-4-trifluoromethyl-benzamide (277 mg) in THF was reacted with 1 M LAH (1 ml) on −50° C. for 1 hr. The reaction mixture was quenched by adding aqueous potassium hydrogen sulfate (5 ml). The mixture was stirred for 30 min. The reaction solvent was removed in vacuo. Water (30 ml) was added to the resulting residue, which was extracted with ethyl acetate (30 ml×3). The combined organic layer was washed with brine (30 ml) and dried over MgSO4 and concentrated in vacuo to y... Reaction SMILES: [Cl:1][CH2:2][CH2:3]/[C:4](/[C:26]1[CH:31]=[CH:30][CH:29]=[CH:28][CH:27]=1)=[C:5](\[C:20]1[CH:25]=[CH:24][CH:23]=[CH:22][CH:21]=1)/[C:6]1[CH:11]=[CH:10][C:9]([O:12][CH2:13][CH2:14][N:15]2[CH2:19][CH2:18][CH2:17][CH2:16]2)=[CH:8][CH:7]=1.[H][H]>[Pd].C(O)(=O)C>[Cl:1][CH2:2][CH2:3][CH:4]([C:26]1[CH:31]=[CH:30][CH:29]=[CH:28][CH:27]=1)[CH:5]([C:20]1[CH:21]=[CH:22][CH:23]=[CH:24][CH:25]=1)[C:6]1[CH:7]=[CH:8][C:9]([O:12][CH2:13][CH2:14][N:15]2[CH2:19][CH2:18][CH2:17][CH2:16]2)=[CH:10][CH:11]=1. The reagents and catalysts are [Pd] (palladium-on-charcoal). The solvent is C(C)(=O)O (acetic acid). The reactants are ClCC/C(=C(/C1=CC=C(C=C1)OCCN1CCCC1)\C1=CC=CC=C1)/C1=CC=CC=C1 ((Z)-4-chloro-1,2-diphenyl-1-[4-[2-(1-pyrrolidinyl)ethoxy]phenyl]-1-butene), [H][H] (hydrogen). Procedure details: (RR, SS)-isomers: A mixture containing 43.2 g of (Z)-4-chloro-1,2-diphenyl-1-[4-[2-(1-pyrrolidinyl)ethoxy]phenyl]-1-butene, 4 g of 5% palladium-on-charcoal and 800 ml of glacial acetic acid is stirred under hydrogen atmosphere at 75° C. until one equivalent of hydrogen is consumed, about 6 h. The solvent is evaporated and the evaporation residue is dissolved in toluene. The toluene solution is washed first with 2 M sodium hydroxide solution and then with water, after which the solution is dried ... Yields the product ClCCC(C(C1=CC=C(C=C1)OCCN1CCCC1)C1=CC=CC=C1)C1=CC=CC=C1 (4-chloro-1,2-diphenyl-1-[4-[2-(1-pyrrolidinyl)ethoxy]phenyl]butane). The reactants are [N+](=O)([O-])C1=CC=C(OC2=C(C=C(C=C2)N)[N+](=O)[O-])C=C1 (4-(4-Nitrophenoxy)-3-nitrobenzenamine), ClC(=O)OCC (Ethyl chloroformate). Solvent: N1=CC=CC=C1 (pyridine). Run at temperature 5 celsius, time 30 minute. The product is [N+](=O)([O-])C1=CC=C(OC2=C(C=C(C=C2)NC(OCC)=O)[N+](=O)[O-])C=C1 (ethyl [4-(4-nitrophenoxy)-3-nitrophenyl]carbamate). RXN SMILES: [N+:1]([C:4]1[CH:20]=[CH:19][C:7]([O:8][C:9]2[CH:14]=[CH:13][C:12]([NH2:15])=[CH:11][C:10]=2[N+:16]([O-:18])=[O:17])=[CH:6][CH:5]=1)([O-:3])=[O:2].Cl[C:22]([O:24][CH2:25][CH3:26])=[O:23]>N1C=CC=CC=1>[N+:1]([C:4]1[CH:20]=[CH:19][C:7]([O:8][C:9]2[CH:14]=[CH:13][C:12]([NH:15][C:22](=[O:23])[O:24][CH2:25][CH3:26])=[CH:11][C:10]=2[N+:16]([O-:18])=[O:17])=[CH:6][CH:5]=1)([O-:3])=[O:2]. Procedure: 4-(4-Nitrophenoxy)-3-nitrobenzenamine (0.1 mole) and pyridine (50 ml) are charged into a glass reaction vessel fitted with a mechanical stirrer and thermometer and are cooled to about 5° C. Ethyl chloroformate (0.125 mole) is added, with stirring, at about 5° C. Stirring is continued for a period of about 30 minutes at about 5° C., then for an additional 16 hours at room temperature. The mixture is then washed with 2 portions of water (50 ml), dried and the solvent is then removed to yield the d... Starting materials: C(C)C(CC)C=1C=2N(N=C(C1)C)C(=C(N2)C)I (8-(1-ethyl-propyl)-3-iodo-2,6-dimethyl-imidazo[1,2-b]pyridazine), CC1=CSC2=C1C=CC=C2 (3-methyl-benzothiophene), C1(=CC=CC=C1)P(C1=CC=CC=C1)C1=CC=CC=C1 (triphenylphosphine), C([O-])([O-])=O.[Cs+].[Cs+] (cesium carbonate). Reagents/catalysts: C=1C=CC(=CC1)/C=C/C(=O)/C=C/C2=CC=CC=C2.C=1C=CC(=CC1)/C=C/C(=O)/C=C/C2=CC=CC=C2.C=1C=CC(=CC1)/C=C/C(=O)/C=C/C2=CC=CC=C2.[Pd].[Pd] (Pd2 dba3). The solvent is CN(C)C=O (DMF). Reaction conditions: temperature 130 celsius. The product is C(C)C(CC)C=1C=2N(N=C(C1)C)C(=C(N2)C)C2=C(C1=C(S2)C=CC=C1)C (8-(1-ethyl-propyl)-2,6-dimethyl-3-(3-methyl-benzo[b]thiophen-2-yl)-imidazo[1,2-b]pyridazine). The yield is 80.0%. RXN SMILES: [CH2:1]([CH:3]([C:6]1[C:7]2[N:8]([C:13](I)=[C:14]([CH3:16])[N:15]=2)[N:9]=[C:10]([CH3:12])[CH:11]=1)[CH2:4][CH3:5])[CH3:2].[CH3:18][C:19]1[C:23]2[CH:24]=[CH:25][CH:26]=[CH:27][C:22]=2[S:21][CH:20]=1.C1(P(C2C=CC=CC=2)C2C=CC=CC=2)C=CC=CC=1.C(=O)([O-])[O-].[Cs+].[Cs+]>C1C=CC(/C=C/C(/C=C/C2C=CC=CC=2)=O)=CC=1.C1C=CC(/C=C/C(/C=C/C2C=CC=CC=2)=O)=CC=1.C1C=CC(/C=C/C(/C=C/C2C=CC=CC=2)=O)=CC=1.[Pd].[Pd].CN(C=O)C>[CH2:1]([CH:3]([C:6]1[C:7]2[N:8]([C:13]([C:20]3[S:21][C:22]4[CH:27]=[CH:26][CH:25]=[CH:24][C:23]=4[C:19]=3[CH3:18])=[C:14]([CH3:16])[N:15]=2)[N:9]=[C:10]([CH3:12])[CH:11]=1)[CH2:4][CH3:5])[CH3:2] |f:3.4.5,6.7.8.9.10|. Procedure details: A mixture of 8-(1-ethyl-propyl)-3-iodo-2,6-dimethyl-imidazo[1,2-b]pyridazine (0.145 mmol), 3-methyl-benzothiophene (7.25 mmol), Pd2 dba3 (0.0072 mmol), triphenylphosphine (0.029 mmol), and cesium carbonate (0.29 mmol) in previously degassed DMF (0.5 ml) is added to a pressure tube with a stirring bar. Mixture is degassed for 30 min. After heating for 16 h at 130° C., the reaction mixture is cooled, diluted with diethylether and washed with saturated aqueous ammonium chloride solution. The organi... The reactants are O=C([O-])[O-], C=CCc1cccc([N+](=O)[O-])c1O, CO, ClCCl, [K+], [K+], O=C(OO)c1cccc(Cl)c1. Product: O=[N+]([O-])c1cccc2c1OC(CO)C2. As a reaction SMILES: [C:25](=[O:26])([O-:27])[O-:28].[CH2:1]([CH:2]=[CH2:3])[c:4]1[c:5]([OH:13])[c:6]([N+:10](=[O:11])[O-:12])[cH:7][cH:8][cH:9]1.[CH3:34][OH:35].[Cl:31][CH2:32][Cl:33].[K+:29].[K+:30].[OH:14][O:15][C:16]([c:17]1[cH:18][c:19]([Cl:20])[cH:21][cH:22][cH:23]1)=[O:24]>>[CH2:1]1[CH:2]([CH2:3][OH:14])[O:13][c:5]2[c:4]1[cH:9][cH:8][cH:7][c:6]2[N+:10](=[O:11])[O-:12].